From a dataset of the Open Reaction Database (ORD), a public repository of structured organic reaction records. describe an organic reaction: reactants, conditions, products, and yield Reactants: CN(C)c1cc(NC(=O)OC(C)(C)C)c(N)cc1F, CC(C)(C)OC(=O)CC(=O)c1cccc(-n2nncc2COC2CCCCO2)c1. Yields the product CN(C)c1cc(NC(=O)OC(C)(C)C)c(NC(=O)CC(=O)c2cccc(-n3nncc3COC3CCCCO3)c2)cc1F. As a reaction SMILES: [C:1]([CH3:2])([CH3:3])([CH3:4])[O:5][C:6]([NH:7][c:8]1[c:9]([NH2:18])[cH:10][c:11]([F:17])[c:12]([N:14]([CH3:15])[CH3:16])[cH:13]1)=[O:19].[C:20]([CH3:22])([CH3:23])([O:24][C:25](=[O:21])[CH2:26][C:27]([c:28]1[cH:29][c:30](-[n:34]2[n:35][n:36][cH:37][c:38]2[CH2:39][O:40][CH:41]2[O:42][CH2:43][CH2:44][CH2:45][CH2:46]2)[cH:31][cH:32][cH:33]1)=[O:47])[CH3:48]>>[C:1]([CH3:2])([CH3:3])([CH3:4])[O:5][C:6]([NH:7][c:8]1[c:9]([NH:18][C:25](=[O:24])[CH2:26][C:27]([c:28]2[cH:29][c:30](-[n:34]3[n:35][n:36][cH:37][c:38]3[CH2:39][O:40][CH:41]3[O:42][CH2:43][CH2:44][CH2:45][CH2:46]3)[cH:31][cH:32][cH:33]2)=[O:47])[cH:10][c:11]([F:17])[c:12]([N:14]([CH3:15])[CH3:16])[cH:13]1)=[O:19]. Starting materials: C(=O)(O)C1=C(C=CC=C1)C=C1C(C2=CC(=CC=C2C1)OC)=O (2-(2-Carboxyphenyl)methylene-6-methoxy-1-indanone). Reagents/catalysts: [Pd] (Pd/C). Run in C1CCOC1.CCO (THF EtOH). Run at time 5 hour. Yields the product C(=O)(O)C1=C(C=CC=C1)CC1C(C2=CC(=CC=C2C1)OC)=O (2-(2-Carboxyphenyl)methyl-6-methoxy-1-indanone). Isolated yield 99.3%. As a reaction SMILES: [C:1]([C:4]1[CH:9]=[CH:8][CH:7]=[CH:6][C:5]=1[CH:10]=[C:11]1[CH2:19][C:18]2[C:13](=[CH:14][C:15]([O:20][CH3:21])=[CH:16][CH:17]=2)[C:12]1=[O:22])([OH:3])=[O:2]>C1COCC1.CCO.[Pd]>[C:1]([C:4]1[CH:9]=[CH:8][CH:7]=[CH:6][C:5]=1[CH2:10][CH:11]1[CH2:19][C:18]2[C:13](=[CH:14][C:15]([O:20][CH3:21])=[CH:16][CH:17]=2)[C:12]1=[O:22])([OH:3])=[O:2] |f:1.2|. Procedure: A mixture of the product of Step 1 (25 g, 85 mmol) and 10% Pd/C (2.5 g) in THF/EtOH (100 ml each) was hydrogenated at 40 psi for 5 hrs. The mixture was filtered through celite and concentrated to give 25 g of the title compound, which was used as such for the next step. The reactants are CC1CCC(O)CC1, CC(=O)c1ccc(F)cc1, [H-], [Na+], CN(C)C=O. Yields the product CC(=O)c1ccc(OC2CCC(C)CC2)cc1. RXN SMILES: [CH3:1][CH:2]1[CH2:3][CH2:4][CH:5]([OH:8])[CH2:6][CH2:7]1.[F:11][c:12]1[cH:13][cH:14][c:15]([C:18]([CH3:19])=[O:20])[cH:16][cH:17]1.[H-:10].[Na+:9].[O:21]=[CH:22][N:23]([CH3:24])[CH3:25]>>[CH3:1][CH:2]1[CH2:3][CH2:4][CH:5]([O:8][c:12]2[cH:13][cH:14][c:15]([C:18]([CH3:19])=[O:20])[cH:16][cH:17]2)[CH2:6][CH2:7]1. The reactants are C1CCOC1, CCO, CCCC(CC(=O)OCC)Cc1ccc(F)c(OC)c1, [Na+], [OH-]. Product: CCCC(CC(=O)O)Cc1ccc(F)c(OC)c1. Reaction SMILES: [CH2:23]1[O:24][CH2:25][CH2:26][CH2:27]1.[CH3:28][CH2:29][OH:30].[F:1][c:2]1[c:3]([O:19][CH3:20])[cH:4][c:5]([CH2:8][CH:9]([CH2:10][C:11](=[O:12])[O:13][CH2:14][CH3:15])[CH2:16][CH2:17][CH3:18])[cH:6][cH:7]1.[Na+:22].[OH-:21]>>[F:1][c:2]1[c:3]([O:19][CH3:20])[cH:4][c:5]([CH2:8][CH:9]([CH2:10][C:11](=[O:12])[OH:13])[CH2:16][CH2:17][CH3:18])[cH:6][cH:7]1. The reactants are CN1CC=2N(C3=C(C1=O)C=CC=C3)C=NC2C=O (5,6-dihydro-5-methyl-6-oxo-4H-imidazo[1,5-a][1,4]benzodiazepine-3-carboxaldehyde), equimolar mixture, [Cl-].ClC[P+](C1=CC=CC=C1)(C1=CC=CC=C1)C1=CC=CC=C1 (chloromethyltriphenylphosphonium chloride), [NH2-].[Na+] (sodium amide). Run in O1CCCC1 (tetrahydrofuran). The product is Cl\C=C/C=1N=CN2C1CN(C(C1=C2C=CC=C1)=O)C (3-[(Z)-2-chlorovinyl]-4,5-dihydro-5-methyl-6H-imidazo-[1,5-a][1,4]benzodiazepin-6-one). As a reaction SMILES: [Cl-].[Cl:2][CH2:3][P+](C1C=CC=CC=1)(C1C=CC=CC=1)C1C=CC=CC=1.[NH2-].[Na+].[CH3:25][N:26]1[C:32](=[O:33])[C:31]2[CH:34]=[CH:35][CH:36]=[CH:37][C:30]=2[N:29]2[CH:38]=[N:39][C:40]([CH:41]=O)=[C:28]2[CH2:27]1>O1CCCC1>[Cl:2]/[CH:3]=[CH:41]\[C:40]1[N:39]=[CH:38][N:29]2[C:30]3[CH:37]=[CH:36][CH:35]=[CH:34][C:31]=3[C:32](=[O:33])[N:26]([CH3:25])[CH2:27][C:28]=12 |f:0.1,2.3|. Reported procedure: 13.50 g of an equimolar mixture of chloromethyltriphenylphosphonium chloride and sodium amide were stirred for 15 minutes with 50 ml of tetrahydrofuran, whereby the temperature rose to 42°. 6.2 g (25.7 mmol) of 5,6-dihydro-5-methyl-6-oxo-4H-imidazo[1,5-a][1,4]benzodiazepine-3-carboxaldehyde were then added portionwise thereto, the mixture was stirred at room temperature for a further hour, filtered and the filtrate was evaporated. After chromatography of the residue on silica gel while eluting w... Solvent: C(C)OCC (diethylether), C(C)OCC (diethylether), C(C)OCC (diethylether), C(C)(C)N(C(C)C)CC (N,N-diisopropylethylamine), O1CCOCC1 (1,4-dioxane), C1=CC=CC=C1 (benzene). Conditions: time 2.5 hour. The reactants are BrCC1=C(C=CC=C1Cl)Cl (2-(bromomethyl)-1,3-dichlorobenzene), [Mg] (magnesium), BrCC1=C(C=CC=C1Cl)Cl (2-(bromomethyl)-1,3-dichlorobenzene), NC1=CC=C(C#N)C=C1 (4-amino-benzonitrile), ClC1=NC(=NC(=N1)Cl)Cl (2,4,6-trichloro-1,3,5-triazine). Yield: 104.2%. Yields the product ClC1=NC(=NC(=N1)CC1=C(C=CC=C1Cl)Cl)NC1=CC=C(C#N)C=C1 (4-[[4-chloro-6-[(2,6-dichlorophenyl)methyl]-1,3,5-triazin-2-yl]-amino]benzonitrile). Reaction SMILES: Br[CH2:2][C:3]1[C:8]([Cl:9])=[CH:7][CH:6]=[CH:5][C:4]=1[Cl:10].[Mg].Cl[C:13]1[N:18]=[C:17](Cl)[N:16]=[C:15]([Cl:20])[N:14]=1.[NH2:21][C:22]1[CH:29]=[CH:28][C:25]([C:26]#[N:27])=[CH:24][CH:23]=1>C(OCC)C.C1C=CC=CC=1.C(N(CC)C(C)C)(C)C.O1CCOCC1>[Cl:20][C:15]1[N:14]=[C:13]([CH2:2][C:3]2[C:8]([Cl:9])=[CH:7][CH:6]=[CH:5][C:4]=2[Cl:10])[N:18]=[C:17]([NH:21][C:22]2[CH:29]=[CH:28][C:25]([C:26]#[N:27])=[CH:24][CH:23]=2)[N:16]=1. Procedure: A solution of 2-(bromomethyl)-1,3-dichlorobenzene (about 10% of 0.383 mol) in diethylether (240 ml) was added to magnesium (0.383 mol) in diethylether (240 ml) under argon. Once the reaction started, the remainder of 2-(bromomethyl)-1,3-dichlorobenzene in diethylether was added. The solution was stirred at RT for 2.5 hours and then added via canula to a solution of 2,4,6-trichloro-1,3,5-triazine (0.319 mol) in benzene (480 ml) while keeping the temperature below 15° C. The reaction mixture was s... The reactants are CCN=C=O, C1COCCO1, Nc1cnc2ccc(Cl)nc2n1. The product is CCNC(=O)Nc1cnc2ccc(Cl)nc2n1. As a reaction SMILES: [CH2:13]([CH3:14])[N:15]=[C:16]=[O:17].[CH2:18]1[O:19][CH2:20][CH2:21][O:22][CH2:23]1.[Cl:1][c:2]1[cH:3][cH:4][c:5]2[c:6]([n:7][c:8]([NH2:11])[cH:9][n:10]2)[n:12]1>>[Cl:1][c:2]1[cH:3][cH:4][c:5]2[c:6]([n:7][c:8]([NH:11][C:16]([NH:15][CH2:13][CH3:14])=[O:17])[cH:9][n:10]2)[n:12]1.